Dataset: the Open Reaction Database (ORD), a public repository of structured organic reaction records. Task: describe an organic reaction: reactants, conditions, products, and yield The reactants are COC(C)(C)C, Cc1cc(CO)cnc1Cl, N#C[Cu], N, CN(C)C=O. Yields the product Cc1cc(CO)cnc1C#N. RXN SMILES: [C:14]([O:15][CH3:16])([CH3:17])([CH3:18])[CH3:19].[Cl:4][c:5]1[c:6]([CH3:13])[cH:7][c:8]([CH2:11][OH:12])[cH:9][n:10]1.[Cu:1][C:2]#[N:3].[NH3:20].[O:21]=[CH:22][N:23]([CH3:24])[CH3:25]>>[C:2](#[N:3])[c:5]1[c:6]([CH3:13])[cH:7][c:8]([CH2:11][OH:12])[cH:9][n:10]1. The reactants are CCOC(=O)COC(=O)N1CCN(c2ccc(Br)cn2)CC1, C1CCCCC1, CCOC(C)=O, OB(O)c1ccc(C(F)(F)F)cc1, [K+], [K+], [K+], O=P([O-])([O-])[O-], c1ccc(P(c2ccccc2)(c2ccccc2)[Pd](P(c2ccccc2)(c2ccccc2)c2ccccc2)(P(c2ccccc2)(c2ccccc2)c2ccccc2)P(c2ccccc2)(c2ccccc2)c2ccccc2)cc1. Product: CCOC(=O)COC(=O)N1CCN(c2ccc(-c3ccc(C(F)(F)F)cc3)cn2)CC1. Reaction SMILES: [Br:1][c:2]1[cH:3][cH:4][c:5]([N:8]2[CH2:9][CH2:10][N:11]([C:14](=[O:15])[O:16][CH2:17][C:18](=[O:19])[O:20][CH2:21][CH3:22])[CH2:12][CH2:13]2)[n:6][cH:7]1.[CH2:50]1[CH2:51][CH2:52][CH2:53][CH2:54][CH2:55]1.[CH3:44][CH2:45][O:46][C:47](=[O:48])[CH3:49].[F:23][C:24]([c:25]1[cH:26][cH:27][c:28]([B:31]([OH:32])[OH:33])[cH:29][cH:30]1)([F:34])[F:35].[K+:41].[K+:42].[K+:43].[P:36]([O-:37])([O-:38])([O-:39])=[O:40].[cH:56]1[cH:57][cH:58][c:59]([P:60]([Pd:61]([P:62]([c:63]2[cH:64][cH:65][cH:66][cH:67][cH:68]2)([c:69]2[cH:70][cH:71][cH:72][cH:73][cH:74]2)[c:75]2[cH:76][cH:77][cH:78][cH:79][cH:80]2)([P:81]([c:82]2[cH:83][cH:84][cH:85][cH:86][cH:87]2)([c:88]2[cH:89][cH:90][cH:91][cH:92][cH:93]2)[c:94]2[cH:95][cH:96][cH:97][cH:98][cH:99]2)[P:100]([c:101]2[cH:102][cH:103][cH:104][cH:105][cH:106]2)([c:107]2[cH:108][cH:109][cH:110][cH:111][cH:112]2)[c:113]2[cH:114][cH:115][cH:116][cH:117][cH:118]2)([c:119]2[cH:120][cH:121][cH:122][cH:123][cH:124]2)[c:125]2[cH:126][cH:127][cH:128][cH:129][cH:130]2)[cH:131][cH:132]1>>[c:2]1(-[c:28]2[cH:27][cH:26][c:25]([C:24]([F:23])([F:34])[F:35])[cH:30][cH:29]2)[cH:3][cH:4][c:5]([N:8]2[CH2:9][CH2:10][N:11]([C:14](=[O:15])[O:16][CH2:17][C:18](=[O:19])[O:20][CH2:21][CH3:22])[CH2:12][CH2:13]2)[n:6][cH:7]1.